Task: describe an organic reaction: reactants, conditions, products, and yield. Dataset: the Open Reaction Database (ORD), a public repository of structured organic reaction records Starting materials: NC1=CC=CC=C1 (aniline), C1(=CC=CC=C1)N1C(C=CC1=O)=O (N-phenyl maleic imide), N12CCN(CC1)CC2 (1,4-diaza-bicyclo-[2,2,2]-octane), N1C(=O)NC(=O)C1 (hydantoin), C1(=CC=CC=C1)N=C=O (phenylisocyanate), amide. The solvent is ClC1=C(C=CC=C1)Cl (o-dichlorobenzene). Run at temperature 175 celsius, time 8 hour. The product is C1(=CC=CC=C1)N1C(=O)N(C(=O)C1=C(C(=O)N)C1=CC=CC=C1)C1=CC=CC=C1 (1,3-diphenyl-5-(phenyl aminocarbonyl-methylene)-hydantoin). Reaction SMILES: N[C:2]1[CH:7]=[CH:6][CH:5]=[CH:4][CH:3]=1.[C:8]1([N:14]2[C:18](=[O:19])[CH:17]=[CH:16][C:15]2=[O:20])[CH:13]=[CH:12][CH:11]=[CH:10][CH:9]=1.[C:21]1([N:27]=[C:28]=[O:29])[CH:26]=[CH:25][CH:24]=[CH:23][CH:22]=1.[N:30]12CCN(CC1)CC2.N1CC(=O)NC1=O>ClC1C=CC=CC=1Cl>[C:21]1([N:27]2[C:17](=[C:16]([C:2]3[CH:7]=[CH:6][CH:5]=[CH:4][CH:3]=3)[C:15]([NH2:30])=[O:20])[C:18](=[O:19])[N:14]([C:8]3[CH:9]=[CH:10][CH:11]=[CH:12][CH:13]=3)[C:28]2=[O:29])[CH:26]=[CH:25][CH:24]=[CH:23][CH:22]=1. Procedure details: 26.6 parts of the compound ##STR5## (from aniline and N-phenyl maleic imide) are dissolved in 100 ml of o-dichlorobenzene. 11.9 parts of phenylisocyanate are added and the reaction mixture is left to stand overnight. After the addition of 0.1 g of 1,4-diaza-bicyclo-[2,2,2]-octane, the solution is stirred for 6 hours at 175° C., the solvent is distilled off under vacuum and toluene is added to the residue. The crystalline precipitate obtained is suction filtered and recrystallised from ethyl acet... Reactants: N1C(CCC2=CC=CC=C12)=O (3,4-Dihydroquinolin-2(1H)-one), II (iodine). The reagents and catalysts are S(=O)(=O)([O-])[O-].[Ag+].[Ag+] (silver (I) sulfate). Solvent: C(C)O (ethanol), C(C)O (ethanol). Run at time 6 hour. Yields the product IC=1C=C2CCC(NC2=CC1)=O (6-Iodo-3,4-dihydroquinolin-2(1H)-one). Reaction SMILES: [NH:1]1[C:10]2[C:5](=[CH:6][CH:7]=[CH:8][CH:9]=2)[CH2:4][CH2:3][C:2]1=[O:11].[I:12]I>C(O)C.S([O-])([O-])(=O)=O.[Ag+].[Ag+]>[I:12][C:7]1[CH:6]=[C:5]2[C:10](=[CH:9][CH:8]=1)[NH:1][C:2](=[O:11])[CH2:3][CH2:4]2 |f:3.4.5|. Procedure details: 3,4-Dihydroquinolin-2(1H)-one (7.5 g; 51 mmol) and silver (I) sulfate (17.5 g; 56.1 mmol) were suspended in ethanol (250 mL). A solution of iodine in ethanol (250 mL) was added slowly to the reaction over 1 hour. After 6 hours, the reaction was filtered through CELITE diatomaceous earth and washed copiously with methanol. The volatiles were removed under vacuum and the crude residue was triturated with ether. The solids were collected on a fritted funnel and dried under vacuum. This provided the... Starting materials: CI, CC(C)(C)[O-], CC(C)(C)NS(=O)(=O)c1cc[nH]c1, CCOC(C)=O, [K+]. Yields the product Cn1ccc(S(=O)(=O)NC(C)(C)C)c1. Reaction SMILES: [CH3:14][I:15].[CH3:16][C:17]([CH3:18])([O-:19])[CH3:20].[CH3:1][C:2]([CH3:3])([CH3:4])[NH:5][S:6](=[O:7])(=[O:8])[c:9]1[cH:10][nH:11][cH:12][cH:13]1.[CH3:22][CH2:23][O:24][C:25](=[O:26])[CH3:27].[K+:21]>>[CH3:1][C:2]([CH3:3])([CH3:4])[NH:5][S:6](=[O:7])(=[O:8])[c:9]1[cH:10][n:11]([CH3:16])[cH:12][cH:13]1. The reactants are CCO, Cc1ccc(S(=O)(=O)Oc2ccccc2NC(=O)c2cccc3[nH]ccc23)cc1, Cl, [K+], [OH-], O. The product is O=C(Nc1ccccc1O)c1cccc2[nH]ccc12. RXN SMILES: [CH3:34][CH2:35][OH:36].[CH3:3][c:4]1[cH:5][cH:6][c:7]([S:8](=[O:9])(=[O:10])[O:13][c:14]2[c:15]([NH:20][C:21](=[O:22])[c:23]3[c:24]4[cH:25][cH:26][nH:27][c:28]4[cH:29][cH:30][cH:31]3)[cH:16][cH:17][cH:18][cH:19]2)[cH:11][cH:12]1.[ClH:33].[K+:2].[OH-:1].[OH2:32]>>[OH:13][c:14]1[c:15]([NH:20][C:21](=[O:22])[c:23]2[c:24]3[cH:25][cH:26][nH:27][c:28]3[cH:29][cH:30][cH:31]2)[cH:16][cH:17][cH:18][cH:19]1. Procedure: This compound was prepared from ethyl 7-(4-fluorobenzyl)-4-hydroxy-1-[4-(methylsulfonyl)benzyl]-2-oxo-1,2-dihydro-1,5-naphthyridine-3-carboxylate and 2-(4-morpholino)ethylamine employing methods similar to those described in Example 5 and was obtained as a white solid; 1H NMR (CDCl3) δ 13.49 (1H, br), 10.45 (1H, t, J=6 Hz), 8.57 (1H, s), 7.84 (2H, d, J=8.3 Hz), 7.23 (2H, d, J=8.3 Hz), 7.04 (1H, s), 7.00 (4H, m), 5.43 (2H, br), 4.31 (2H, m), 4.08 (2H, m), 4.02 (2H, s), 3.99 (2H, m), 3.58 (2H, m),... Yields the product FC1=CC=C(CC2=CN=C3C(=C(C(N(C3=C2)CC2=CC=C(C=C2)S(=O)(=O)C)=O)C(=O)NCCN2CCOCC2)O)C=C1 (7-(4-Fluorobenzyl)-4-hydroxy-1-[4-(methylsulfonyl)benzyl]-N-(2-morpholin-4-ylethyl)-2-oxo-1,2-dihydro-1,5-naphthyridine-3-carboxamide). As a reaction SMILES: [F:1][C:2]1[CH:36]=[CH:35][C:5]([CH2:6][C:7]2[CH:16]=[C:15]3[C:10]([C:11]([OH:34])=[C:12]([C:29](OCC)=[O:30])[C:13](=[O:28])[N:14]3[CH2:17][C:18]3[CH:23]=[CH:22][C:21]([S:24]([CH3:27])(=[O:26])=[O:25])=[CH:20][CH:19]=3)=[N:9][CH:8]=2)=[CH:4][CH:3]=1.[CH2:37]1[N:42]([CH2:43][CH2:44][NH2:45])[CH2:41][CH2:40][O:39][CH2:38]1>>[F:1][C:2]1[CH:36]=[CH:35][C:5]([CH2:6][C:7]2[CH:16]=[C:15]3[C:10]([C:11]([OH:34])=[C:12]([C:29]([NH:45][CH2:44][CH2:43][N:42]4[CH2:37][CH2:38][O:39][CH2:40][CH2:41]4)=[O:30])[C:13](=[O:28])[N:14]3[CH2:17][C:18]3[CH:23]=[CH:22][C:21]([S:24]([CH3:27])(=[O:26])=[O:25])=[CH:20][CH:19]=3)=[N:9][CH:8]=2)=[CH:4][CH:3]=1. Reactants: FC1=CC=C(CC2=CN=C3C(=C(C(N(C3=C2)CC2=CC=C(C=C2)S(=O)(=O)C)=O)C(=O)OCC)O)C=C1 (ethyl 7-(4-fluorobenzyl)-4-hydroxy-1-[4-(methylsulfonyl)benzyl]-2-oxo-1,2-dihydro-1,5-naphthyridine-3-carboxylate), C1COCCN1CCN (2-(4-morpholino)ethylamine). The reactants are C1COCCO1, C1CCNC1, NS(N)(=O)=O. Product: NS(=O)(=O)N1CCCC1. Reaction SMILES: [CH2:11]1[O:12][CH2:13][CH2:14][O:15][CH2:16]1.[CH2:1]1[CH2:2][CH2:3][NH:4][CH2:5]1.[NH2:6][S:7]([NH2:8])(=[O:9])=[O:10]>>[CH2:1]1[CH2:2][CH2:3][N:4]([S:7]([NH2:6])(=[O:9])=[O:10])[CH2:5]1. Starting materials: CC(C)(C)O, Clc1nc(NC2CC2)c2occc2n1, [K+], [K+], CC(C)(C)OC(=O)n1ncc2ccc(N)cc21, O=C([O-])[O-], O=C(C=Cc1ccccc1)C=Cc1ccccc1, O=C(C=Cc1ccccc1)C=Cc1ccccc1, O=C(C=Cc1ccccc1)C=Cc1ccccc1, [Pd], [Pd]. The product is CC(C)(C)OC(=O)n1ncc2ccc(Nc3nc(NC4CC4)c4occc4n3)cc21. Reaction SMILES: [C:94]([OH:95])([CH3:96])([CH3:97])[CH3:98].[Cl:1][c:2]1[n:3][c:4]([NH:11][CH:12]2[CH2:13][CH2:14]2)[c:5]2[c:6]([n:7]1)[cH:8][cH:9][o:10]2.[K+:32].[K+:33].[NH2:15][c:16]1[cH:17][cH:18][c:19]2[cH:20][n:21][n:22]([C:25](=[O:26])[O:27][C:28]([CH3:29])([CH3:30])[CH3:31])[c:23]2[cH:24]1.[O-:34][C:35]([O-:36])=[O:37].[O:40]=[C:41]([CH:42]=[CH:43][c:44]1[cH:45][cH:46][cH:47][cH:48][cH:49]1)[CH:50]=[CH:51][c:52]1[cH:53][cH:54][cH:55][cH:56][cH:57]1.[O:58]=[C:59]([CH:60]=[CH:61][c:62]1[cH:63][cH:64][cH:65][cH:66][cH:67]1)[CH:68]=[CH:69][c:70]1[cH:71][cH:72][cH:73][cH:74][cH:75]1.[O:76]=[C:77]([CH:78]=[CH:79][c:80]1[cH:81][cH:82][cH:83][cH:84][cH:85]1)[CH:86]=[CH:87][c:88]1[cH:89][cH:90][cH:91][cH:92][cH:93]1.[Pd:38].[Pd:39]>>[c:2]1([NH:15][c:16]2[cH:17][cH:18][c:19]3[cH:20][n:21][n:22]([C:25](=[O:26])[O:27][C:28]([CH3:29])([CH3:30])[CH3:31])[c:23]3[cH:24]2)[n:3][c:4]([NH:11][CH:12]2[CH2:13][CH2:14]2)[c:5]2[c:6]([n:7]1)[cH:8][cH:9][o:10]2. Reactants: O=C1C=CC(=CBr)O1, CCCC[N+](CCCC)(CCCC)CCCC, Cc1ccccc1, [Cs+], [F-], OB(O)c1ccc(C(F)(F)F)cc1, [I-], O. Product: O=C1C=CC(=Cc2ccc(C(F)(F)F)cc2)O1. Reaction SMILES: [Br:1][CH:2]=[C:3]1[CH:4]=[CH:5][C:6](=[O:8])[O:7]1.[CH2:25]([N+:26]([CH2:27][CH2:28][CH2:29][CH3:30])([CH2:31][CH2:32][CH2:33][CH3:34])[CH2:35][CH2:36][CH2:37][CH3:38])[CH2:39][CH2:40][CH3:41].[CH3:42][c:43]1[cH:44][cH:45][cH:46][cH:47][cH:48]1.[Cs+:23].[F-:22].[F:9][C:10]([c:11]1[cH:12][cH:13][c:14]([B:17]([OH:18])[OH:19])[cH:15][cH:16]1)([F:20])[F:21].[I-:24].[OH2:49]>>[CH:2](=[C:3]1[CH:4]=[CH:5][C:6](=[O:8])[O:7]1)[c:14]1[cH:13][cH:12][c:11]([C:10]([F:9])([F:20])[F:21])[cH:16][cH:15]1.